Dataset: the Open Reaction Database (ORD), a public repository of structured organic reaction records. Task: describe an organic reaction: reactants, conditions, products, and yield Reactants: C1CCOC1, COc1ccccc1N1CCN(C2CCC(O)(c3c(C)ccnc3C)CC2)CC1, c1c[nH]cn1. Yields the product COc1ccccc1N1CCN(C2CC=C(c3c(C)ccnc3C)CC2)CC1. RXN SMILES: [CH2:35]1[O:36][CH2:37][CH2:38][CH2:39]1.[CH3:1][O:2][c:3]1[c:4]([N:9]2[CH2:10][CH2:11][N:12]([CH:15]3[CH2:16][CH2:17][C:18]([c:21]4[c:22]([CH3:28])[n:23][cH:24][cH:25][c:26]4[CH3:27])([OH:29])[CH2:19][CH2:20]3)[CH2:13][CH2:14]2)[cH:5][cH:6][cH:7][cH:8]1.[nH:30]1[cH:31][cH:32][n:33][cH:34]1>>[CH3:1][O:2][c:3]1[c:4]([N:9]2[CH2:10][CH2:11][N:12]([CH:15]3[CH2:16][CH:17]=[C:18]([c:21]4[c:22]([CH3:28])[n:23][cH:24][cH:25][c:26]4[CH3:27])[CH2:19][CH2:20]3)[CH2:13][CH2:14]2)[cH:5][cH:6][cH:7][cH:8]1. The reactants are O=C1N(C(C2=CC=CC=C12)=S)C(C(=O)OC)CCC(=O)OC (Dimethyl 2-(1,3-dihydro-1-oxo-3-thioxo-2H-isoindol-2-yl) -pentanedioate), CC(=O)[O-] (acetic acid glacial), Cl (HCl), ice water. The yield is 79.1%. RXN SMILES: [O:1]=[C:2]1[C:10]2[C:5](=[CH:6][CH:7]=[CH:8][CH:9]=2)[C:4](=[S:11])[N:3]1[CH:12]([CH2:17][CH2:18][C:19]([O:21]C)=[O:20])[C:13]([O:15]C)=[O:14].CC([O-])=O.Cl>C(OCC)(=O)C>[O:1]=[C:2]1[C:10]2[C:5](=[CH:6][CH:7]=[CH:8][CH:9]=2)[C:4](=[S:11])[N:3]1[CH:12]([CH2:17][CH2:18][C:19]([OH:21])=[O:20])[C:13]([OH:15])=[O:14]. Procedure: Compound 208 (350 mg, 1.09 mmol) was stirred with a 1:1 mixture of acetic acid glacial and conc. HCl in a 100° C. oil bath for 2.5 h. Ethyl acetate (100 mL) and ice water (30 mL) were added. The ethyl acetate layer was separated, washed with ice water, dried over Na2SO4 and concentrated. The resulting syrup was crystallized with ether to afford compound 211 as red crystals (253 mg, 79%); mp 157° C.; 1H NMR (DMSO-d6) δ 8.04-7.96 (m, 1H), 7.91-7.74 (m, 3H), 5.43 (dd, J=5.1 Hz, J=9.6 Hz, 1H), 2.42-... The product is O=C1N(C(C2=CC=CC=C12)=S)C(C(=O)O)CCC(=O)O (2-(1,3-Dihydro-1-oxo-3-thioxo-2H-isoindol-2-yl) -pentanedioic acid). The solvent is C(C)(=O)OCC (Ethyl acetate). The reactants are C1C(CC2=CC=CC=C12)C(=O)NC1=NNC(=C1)C1=CC=C(C=C1)C=C (3-(2-indanyl)carbonylamino-5-(4-vinylphenyl)pyrazole), C1C(CC2=CC=CC=C12)C(=O)NC1=NNC(=C1)C1=CC=C(C=C1)CC=C (3-(2-indanyl)carbonylamino-5-{4-(2-propenyl)phenyl}pyrazole). The product is C1C(CC2=CC=CC=C12)C(=O)NC1=NNC(=C1)C1=CC=C(C=C1)CCC (3-(2-indanyl)carbonylamino-5-(4-propylphenyl)-pyrazole). Reaction SMILES: C1C2C(=CC=CC=2)CC1C(NC1C=C(C2C=CC(C=C)=CC=2)NN=1)=O.[CH2:26]1[C:34]2[C:29](=[CH:30][CH:31]=[CH:32][CH:33]=2)[CH2:28][CH:27]1[C:35]([NH:37][C:38]1[CH:42]=[C:41]([C:43]2[CH:48]=[CH:47][C:46]([CH2:49][CH:50]=[CH2:51])=[CH:45][CH:44]=2)[NH:40][N:39]=1)=[O:36]>>[CH2:26]1[C:34]2[C:29](=[CH:30][CH:31]=[CH:32][CH:33]=2)[CH2:28][CH:27]1[C:35]([NH:37][C:38]1[CH:42]=[C:41]([C:43]2[CH:48]=[CH:47][C:46]([CH2:49][CH2:50][CH3:51])=[CH:45][CH:44]=2)[NH:40][N:39]=1)=[O:36]. Reported procedure: The title compound was prepared in the same manner as that described in Example 38 except that 3-(2-indanyl)carbonylamino-5-(4-vinylphenyl)pyrazole used in Example 38 was replaced with 3-(2-indanyl)carbonylamino-5-{4-(2-propenyl)phenyl}pyrazole.